This data is from the Open Reaction Database (ORD), a public repository of structured organic reaction records. The task is: describe an organic reaction: reactants, conditions, products, and yield The reactants are OC=1C=C(C=CC1)C1=C(C=NC2=C(C=CC=C12)C(F)(F)F)C(=O)OCC (ethyl 4-(3-hydroxyphenyl)-8-(trifluoromethyl)quinoline-3-carboxylate), FC1=C(CBr)C=CC=C1 (2-fluorobenzyl bromide). Yields the product FC1=C(COC=2C=C(C=CC2)C2=C(C=NC3=C(C=CC=C23)C(F)(F)F)C(=O)O)C=CC=C1 (4-{3-[(2-FLUOROBENZYL)OXY]PHENYL}-8-(TRIFLUOROMETHYL)QUINOLINE-3-CARBOXYLIC ACID). Reaction SMILES: [OH:1][C:2]1[CH:3]=[C:4]([C:8]2[C:17]3[C:12](=[C:13]([C:18]([F:21])([F:20])[F:19])[CH:14]=[CH:15][CH:16]=3)[N:11]=[CH:10][C:9]=2[C:22]([O:24]CC)=[O:23])[CH:5]=[CH:6][CH:7]=1.[F:27][C:28]1[CH:35]=[CH:34][CH:33]=[CH:32][C:29]=1[CH2:30]Br>>[F:27][C:28]1[CH:35]=[CH:34][CH:33]=[CH:32][C:29]=1[CH2:30][O:1][C:2]1[CH:3]=[C:4]([C:8]2[C:17]3[C:12](=[C:13]([C:18]([F:19])([F:20])[F:21])[CH:14]=[CH:15][CH:16]=3)[N:11]=[CH:10][C:9]=2[C:22]([OH:24])=[O:23])[CH:5]=[CH:6][CH:7]=1. Procedure details: The title compound was prepared from ethyl 4-(3-hydroxyphenyl)-8-(trifluoromethyl)quinoline-3-carboxylate and 2-fluorobenzyl bromide according to the procedure of Example 41. MS (ES) m/z 439.9. Starting materials: C1(C=2C(C(N1)=O)=CC=CC2)=O.[K] (potassium phthalimide), C(C)OC(C(CCC)Br)=O (ethyl-2-bromopentanoate), C(Cl)(Cl)Cl (Chloroform), O (water). Run in CN(C=O)C (dimethylformamide), CN(C=O)C (DMF). Conditions: temperature 60 celsius. Yields the product C1(C=2C(C(N1C(C(=O)OCC)CCC)=O)=CC=CC2)=O (ethyl α-phthalimidopentanoate). Reaction SMILES: [C:1]1(=[O:11])[NH:5][C:4](=[O:6])[C:3]2=[CH:7][CH:8]=[CH:9][CH:10]=[C:2]12.[K].[CH2:13]([O:15][C:16](=[O:22])[CH:17](Br)[CH2:18][CH2:19][CH3:20])[CH3:14].C(Cl)(Cl)Cl.O>CN(C)C=O>[C:1]1(=[O:11])[N:5]([CH:17]([CH2:18][CH2:19][CH3:20])[C:16]([O:15][CH2:13][CH3:14])=[O:22])[C:4](=[O:6])[C:3]2=[CH:7][CH:8]=[CH:9][CH:10]=[C:2]12 |f:0.1,^1:11|. Reported procedure: To a solution of potassium phthalimide (0.1 mole) in about 50 ml of dimethylformamide (DMF) is added 1 equivalent of ethyl-2-bromopentanoate. The temperature is maintained at about 60° C. for 10 minutes. Chloroform is added to the cooled DMF solution and the mixture is poured into water. The phases are separated and the aqueous phase is extracted with chloroform. The chloroform extracts are combined, extracted with 0.1 N sodium hydroxide and with water. After drying over sodium sulfate, the chlo... The reactants are N1(CCCC1)CCCSC1=CC=C(C=C1)C1(CCOCC1)C#N (4-{4-[(3-pyrrolidin-1-ylpropyl)thio]phenyl}tetrahydro-2H-pyran-4-carbonitrile), [H-].[Al+3].[Li+].[H-].[H-].[H-] (lithium aluminium hydride), intermediate 51. Product: N1(CCCC1)CCCSC1=CC=C(C=C1)C1(CCOCC1)CN (1-(4-{4-[(3-pyrrolidin-1-ylpropyl)thio]phenyl}tetrahydro-2H-pyran-4-yl)methanamine). The yield is 91.0%. As a reaction SMILES: [N:1]1([CH2:6][CH2:7][CH2:8][S:9][C:10]2[CH:15]=[CH:14][C:13]([C:16]3([C:22]#[N:23])[CH2:21][CH2:20][O:19][CH2:18][CH2:17]3)=[CH:12][CH:11]=2)[CH2:5][CH2:4][CH2:3][CH2:2]1.[H-].[Al+3].[Li+].[H-].[H-].[H-]>>[N:1]1([CH2:6][CH2:7][CH2:8][S:9][C:10]2[CH:15]=[CH:14][C:13]([C:16]3([CH2:22][NH2:23])[CH2:17][CH2:18][O:19][CH2:20][CH2:21]3)=[CH:12][CH:11]=2)[CH2:5][CH2:4][CH2:3][CH2:2]1 |f:1.2.3.4.5.6|. Procedure details: The title compound (2.42 g, 91%) was prepared using 4-{4-[(3-pyrrolidin-1-ylpropyl)thio]phenyl}tetrahydro-2H-pyran-4-carbonitrile and lithium aluminium hydride similarly to the procedure used for intermediate 51. LRMS APCI+ m/z 335 [MH]+. Microanalysis: Found: C, 64.08; H, 8.79; N, 7.447%. C19H30N2OS.0.33DCM requires C, 64.04; H, 8.52; N, 7.73%. Starting materials: C1=CC(=CC=C1CCNC(=S)NC2=NC=C(C=C2)Br)Cl (N-[2-(4-chlorophenethyl)]-N′-[2-(5-bromopyridyl)]-thiourea), IR(KBr), CO (MeOH). Yields the product COC1=CC=C(C=C1)CCNC(=S)NC2=NC=C(C=C2)Br (N-[2-(4-methoxyphenethyl)]-N′-[2-(5-bromopyridyl)]-thiourea). As a reaction SMILES: [CH:1]1[C:6]([CH2:7][CH2:8][NH:9][C:10]([NH:12][C:13]2[CH:18]=[CH:17][C:16]([Br:19])=[CH:15][N:14]=2)=[S:11])=[CH:5][CH:4]=[C:3](Cl)[CH:2]=1.[CH3:21][OH:22]>>[CH3:21][O:22][C:3]1[CH:4]=[CH:5][C:6]([CH2:7][CH2:8][NH:9][C:10]([NH:12][C:13]2[CH:18]=[CH:17][C:16]([Br:19])=[CH:15][N:14]=2)=[S:11])=[CH:1][CH:2]=1. Procedure details: N-[2-(4-chlorophenethyl)]-N′-[2-(5-bromopyridyl)]-thiourea (II-9) yield: 71%; mp 180-183° C.; UV (MeOH) λmax: 206, 209, 219, 256, 275 and 305 nm; IR(KBr) ν 3221, 3153, 3086, 3022, 2931, 1674, 1593, 1562, 1533, 1473, 1406, 1340, 1304, 1265, 1227, 1169, 1138, 1092, 1016, 820, 752, 714 cm−1; 1H NMR (CDCl3) δ 11.40 (br s, 1H), 9.34 (br s, 1H), 8.15-8.14 (d, 1H), 7.84-7.80 (dd, 1H), 7.46-7.30 (m, 4H), 6.92-6.89 (d, 1H), 4.10-4.07 (q, 2H), 3.13-3.08 (t, 2H); 13C NMR (CDCl3) δ 179.2, 151.6, 146.3, 141.... Starting materials: CC(C)(C)OC(=O)NCc1ccc(CCl)cc1, CN(C)C=O, CCOC(=O)c1cc2c(Cl)ccc(O)c2n1C, [H-], [Na+]. Product: CCOC(=O)c1cc2c(Cl)ccc(OCc3ccc(CNC(=O)OC(C)(C)C)cc3)c2n1C. RXN SMILES: [C:18]([CH3:19])([CH3:20])([CH3:21])[O:22][C:23](=[O:24])[NH:25][CH2:26][c:27]1[cH:28][cH:29][c:30]([CH2:31][Cl:32])[cH:33][cH:34]1.[CH3:37][N:38]([CH3:39])[CH:40]=[O:41].[Cl:1][c:2]1[c:3]2[cH:4][c:5]([C:13](=[O:14])[O:15][CH2:16][CH3:17])[n:6]([CH3:12])[c:7]2[c:8]([OH:11])[cH:9][cH:10]1.[H-:35].[Na+:36]>>[Cl:1][c:2]1[c:3]2[cH:4][c:5]([C:13](=[O:14])[O:15][CH2:16][CH3:17])[n:6]([CH3:12])[c:7]2[c:8]([O:11][CH2:31][c:30]2[cH:29][cH:28][c:27]([CH2:26][NH:25][C:23]([O:22][C:18]([CH3:19])([CH3:20])[CH3:21])=[O:24])[cH:34][cH:33]2)[cH:9][cH:10]1.